This data is from the Open Reaction Database (ORD), a public repository of structured organic reaction records. The task is: describe an organic reaction: reactants, conditions, products, and yield The reactants are C(=NC1CCCCC1)=NC1CCCCC1, CN(C)c1ccncc1, Cc1cc(C)c(N(CCCl)CCCl)c(C(=O)O)c1, ClCCl, OCc1ccccc1. RXN SMILES: [CH2:27]1[CH2:28][CH2:29][CH:30]([N:31]=[C:32]=[N:33][CH:34]2[CH2:35][CH2:36][CH2:37][CH2:38][CH2:39]2)[CH2:40][CH2:41]1.[CH3:42][N:43]([CH3:44])[c:45]1[cH:46][cH:47][n:48][cH:49][cH:50]1.[Cl:1][CH2:2][CH2:3][N:4]([c:5]1[c:6]([C:7](=[O:8])[OH:9])[cH:10][c:11]([CH3:15])[cH:12][c:13]1[CH3:14])[CH2:16][CH2:17][Cl:18].[Cl:51][CH2:52][Cl:53].[OH:19][CH2:20][c:21]1[cH:22][cH:23][cH:24][cH:25][cH:26]1>>[Cl:1][CH2:2][CH2:3][N:4]([c:5]1[c:6]([C:7](=[O:8])[O:9][CH2:20][c:21]2[cH:22][cH:23][cH:24][cH:25][cH:26]2)[cH:10][c:11]([CH3:15])[cH:12][c:13]1[CH3:14])[CH2:16][CH2:17][Cl:18]. Product: Cc1cc(C)c(N(CCCl)CCCl)c(C(=O)OCc2ccccc2)c1. Reactants: [BH3-]C#N, CO, Cc1[nH]c(=O)c2c(cc(C=O)c3nc(Nc4c(Cl)cccc4Cl)n(C)c32)c1C, NCCO, [Na+]. Product: Cc1[nH]c(=O)c2c(cc(CNCCO)c3nc(Nc4c(Cl)cccc4Cl)n(C)c32)c1C. As a reaction SMILES: [C:33]([BH3-:34])#[N:35].[CH3:37][OH:38].[Cl:1][c:2]1[c:3]([NH:9][c:10]2[n:11]([CH3:28])[c:12]3[c:13]([c:14]([CH:25]=[O:26])[cH:15][c:16]4[c:17]([CH3:24])[c:18]([CH3:23])[nH:19][c:20](=[O:22])[c:21]34)[n:27]2)[c:4]([Cl:8])[cH:5][cH:6][cH:7]1.[NH2:29][CH2:30][CH2:31][OH:32].[Na+:36]>>[Cl:1][c:2]1[c:3]([NH:9][c:10]2[n:11]([CH3:28])[c:12]3[c:13]([c:14]([CH2:25][NH:29][CH2:30][CH2:31][OH:32])[cH:15][c:16]4[c:17]([CH3:24])[c:18]([CH3:23])[nH:19][c:20](=[O:22])[c:21]34)[n:27]2)[c:4]([Cl:8])[cH:5][cH:6][cH:7]1. The reactants are OC1=CC=C(C2=C(OC3=CC(=CC(=C3C2=O)O)O)C(=O)OCC)C=C1 (ethyl 4',5,7-trihydroxy-2-isoflavonecarboxylate), methanolic solution, CN (methylamine). Reaction conditions: time 30 minute. Product: OC1=CC=C(C2=C(OC3=CC(=CC(=C3C2=O)O)O)C(=O)NC)C=C1 (4',5,7-trihydroxy-N-methyl-2-isoflavonecarboxamide). As a reaction SMILES: [OH:1][C:2]1[CH:25]=[CH:24][C:5]([C:6]2[C:15](=[O:16])[C:14]3[C:9](=[CH:10][C:11]([OH:18])=[CH:12][C:13]=3[OH:17])[O:8][C:7]=2[C:19](OCC)=[O:20])=[CH:4][CH:3]=1.[CH3:26][NH2:27]>>[OH:1][C:2]1[CH:25]=[CH:24][C:5]([C:6]2[C:15](=[O:16])[C:14]3[C:9](=[CH:10][C:11]([OH:18])=[CH:12][C:13]=3[OH:17])[O:8][C:7]=2[C:19]([NH:27][CH3:26])=[O:20])=[CH:4][CH:3]=1. Procedure: A mixture of ethyl 4',5,7-trihydroxy-2-isoflavonecarboxylate (100 mg) and 30% methanolic solution of methylamine (5 ml) was stirred at room temperature for 30 minutes, the solvent was distilled off under reduced pressure, and the solid residue was recrystallized from methanol, affording 50 mg of 4',5,7-trihydroxy-N-methyl-2-isoflavonecarboxamide.